From a dataset of the Open Reaction Database (ORD), a public repository of structured organic reaction records. describe an organic reaction: reactants, conditions, products, and yield The reactants are Cn1ncc(NC(=O)C(CCCNC(=O)OC(C)(C)C)NC(=O)OCc2ccccc2)c1NC(c1ccccc1)(c1ccccc1)c1ccccc1, CO. Product: Cn1ncc(NC(=O)C(N)CCCNC(=O)OC(C)(C)C)c1NC(c1ccccc1)(c1ccccc1)c1ccccc1. As a reaction SMILES: [CH3:1][n:2]1[n:3][cH:4][c:5]([NH:27][C:28](=[O:29])[CH:30]([CH2:31][CH2:32][CH2:33][NH:34][C:35]([O:36][C:37]([CH3:38])([CH3:39])[CH3:40])=[O:41])[NH:42][C:43](=[O:44])[O:45][CH2:46][c:47]2[cH:48][cH:49][cH:50][cH:51][cH:52]2)[c:6]1[NH:7][C:8]([c:9]1[cH:10][cH:11][cH:12][cH:13][cH:14]1)([c:15]1[cH:16][cH:17][cH:18][cH:19][cH:20]1)[c:21]1[cH:22][cH:23][cH:24][cH:25][cH:26]1.[CH3:53][OH:54]>>[CH3:1][n:2]1[n:3][cH:4][c:5]([NH:27][C:28](=[O:29])[CH:30]([CH2:31][CH2:32][CH2:33][NH:34][C:35]([O:36][C:37]([CH3:38])([CH3:39])[CH3:40])=[O:41])[NH2:42])[c:6]1[NH:7][C:8]([c:9]1[cH:10][cH:11][cH:12][cH:13][cH:14]1)([c:15]1[cH:16][cH:17][cH:18][cH:19][cH:20]1)[c:21]1[cH:22][cH:23][cH:24][cH:25][cH:26]1. The reactants are ClC1=C(C(=CC=C1)Cl)C=C(C)[N+](=O)[O-] (1-(2,6-Dichlorophenyl)-2-nitropropylene), C(CC(=O)OC)(=O)OC (dimethyl malonate), [N+](=O)([O-])CC (nitroethane), ClC1=C(C=O)C(=CC=C1)Cl (2,6-dichlorobenzaldehyde). Yields the product ClC1=C(C(=CC=C1)Cl)C1C(C(NC1C)=O)C(=O)OC (4-(2,6-dichlorophenyl)-3-methoxycarbonyl-5-methylpyrrolidin-2-one). Reaction SMILES: [Cl:1][C:2]1[CH:7]=[CH:6][CH:5]=[C:4]([Cl:8])[C:3]=1[CH:9]=[C:10]([N+:12]([O-])=O)[CH3:11].[N+](CC)([O-])=O.ClC1C=CC=C(Cl)C=1C=O.[C:30](OC)(=[O:36])[CH2:31][C:32]([O:34][CH3:35])=[O:33]>>[Cl:1][C:2]1[CH:7]=[CH:6][CH:5]=[C:4]([Cl:8])[C:3]=1[CH:9]1[CH:10]([CH3:11])[NH:12][C:30](=[O:36])[CH:31]1[C:32]([O:34][CH3:35])=[O:33]. Procedure details: 1-(2,6-Dichlorophenyl)-2-nitropropylene (m.p. 49°-50° C., b.p. 90°-102° C./0.33 mm. Hg.)is prepared from nitroethane and 2,6-dichlorobenzaldehyde by a similar process to that described in the second and third parts of Example 4. This compound is reacted with dimethyl malonate and the product hydrogenated by a similar process to that described in the fourth and fifth parts of Example 4, and the 4-(2,6-dichlorophenyl)-3-methoxycarbonyl-5-methylpyrrolidin-2-one thus obtained is separated into two g... Starting materials: CC(=O)N1c2ccc(C#C[Si](C(C)C)(C(C)C)C(C)C)cc2C(Nc2ccc(C)cn2)CC1C, CCCC[N+](CCCC)(CCCC)CCCC, [F-], C1CCOC1. The product is C#Cc1ccc2c(c1)C(Nc1ccc(C)cn1)CC(C)N2C(C)=O. RXN SMILES: [C:1]([CH3:2])(=[O:3])[N:4]1[CH:5]([CH3:34])[CH2:6][CH:7]([NH:26][c:27]2[n:28][cH:29][c:30]([CH3:33])[cH:31][cH:32]2)[c:8]2[cH:9][c:10]([C:14]#[C:15][Si:16]([CH:17]([CH3:18])[CH3:19])([CH:20]([CH3:21])[CH3:22])[CH:23]([CH3:24])[CH3:25])[cH:11][cH:12][c:13]21.[CH2:36]([N+:37]([CH2:38][CH2:39][CH2:40][CH3:41])([CH2:42][CH2:43][CH2:44][CH3:45])[CH2:46][CH2:47][CH2:48][CH3:49])[CH2:50][CH2:51][CH3:52].[F-:35].[O:53]1[CH2:54][CH2:55][CH2:56][CH2:57]1>>[C:1]([CH3:2])(=[O:3])[N:4]1[CH:5]([CH3:34])[CH2:6][CH:7]([NH:26][c:27]2[n:28][cH:29][c:30]([CH3:33])[cH:31][cH:32]2)[c:8]2[cH:9][c:10]([C:14]#[CH:15])[cH:11][cH:12][c:13]21. Run in C(C)O (ethanol). The reactants are COC(CNC(C(CC(C)C)CSC(C)=O)=O)OC (N-(2,2-Dimethoxyethyl)-2-[(acetylthio)methyl]-4-methylpentanamide). Procedure: The N-(2,2-dimethoxyethyl)-2-[(acetylthio)methyl]-4-methylpentanamide obtained in Example 1 is dissolved in 15 ml of absolute ethanol and the atmosphere is purged with argon. Concentrated ammonium hydroxide (2 ml) is added and this solution is stirred at room temperature for 3 hours, concentrated to dryness in vacuo and dried at 50° C. for 8 hours over phosphorous pentoxide. The title compound (0.8 g) crystallizes, melting point 34°-37° C. Conditions: time 3 hour. RXN SMILES: [CH3:1][O:2][CH:3]([O:18][CH3:19])[CH2:4][NH:5][C:6](=[O:17])[CH:7]([CH2:12][S:13]C(=O)C)[CH2:8][CH:9]([CH3:11])[CH3:10]>C(O)C>[CH3:19][O:18][CH:3]([O:2][CH3:1])[CH2:4][NH:5][C:6](=[O:17])[CH:7]([CH2:12][SH:13])[CH2:8][CH:9]([CH3:10])[CH3:11]. Product: COC(CNC(C(CC(C)C)CS)=O)OC (N-(2,2-Dimethoxyethyl)-2-(mercaptomethyl)-4-methylpentanamide). Reactants: NC1=C(C(=O)OC)C=CC(=C1)C(F)(F)F (methyl 2-amino-4-(trifluoromethyl)benzoate), CCN(C(C)C)C(C)C (DIEA), ClC(CCC(=O)[O-])=O (4-chloro-4-oxo-butyrate). Solvent: C1CCOC1 (THF), C(Cl)Cl (DCM), C(Cl)Cl (DCM). Run at time 3 hour. The product is COC(CCC(=O)NC1=C(C(=O)OC)C=CC(=C1)C(F)(F)F)=O (Methyl 2-(4-methoxy-4-oxobutanamido)-4-(trifluoromethyl)benzoate). RXN SMILES: [NH2:1][C:2]1[CH:11]=[C:10]([C:12]([F:15])([F:14])[F:13])[CH:9]=[CH:8][C:3]=1[C:4]([O:6][CH3:7])=[O:5].[CH3:16]CN(C(C)C)C(C)C.Cl[C:26](=[O:32])[CH2:27][CH2:28][C:29]([O-:31])=[O:30]>C(Cl)Cl.C1COCC1>[CH3:16][O:31][C:29](=[O:30])[CH2:28][CH2:27][C:26]([NH:1][C:2]1[CH:11]=[C:10]([C:12]([F:13])([F:14])[F:15])[CH:9]=[CH:8][C:3]=1[C:4]([O:6][CH3:7])=[O:5])=[O:32]. Procedure details: A 22 L reactor equipped with an overhead stirrer and a temperature probe was charged with methyl 2-amino-4-(trifluoromethyl)benzoate (680 g, 3.1 mol). DCM (5.4 L, 8 vol) was added to it and the resulting solution was cooled in an ice-water bath. DIEA (1.08 L, 6.2 mol, 2 equiv) was added to the solution. A solution of 4-chloro-4-oxo-butyrate (568 mL, 4.65 mol, 1.5 equiv) in DCM (1.4 L, 2 vol) was added dropwise maintaining the internal temperature below 15° C. (3 h). The ice-water bath was remove...